From a dataset of the Open Reaction Database (ORD), a public repository of structured organic reaction records. describe an organic reaction: reactants, conditions, products, and yield Starting materials: OC1=C(C=C(C=C1)OC(F)(F)F)B(O)O (2-hydroxy-5-(trifluoromethoxy)phenylboronic acid), BrC=1C(=NN(C1)C1OCCCC1)[N+](=O)[O-] (4-bromo-3-nitro-1-(tetrahydro-2H-pyran-2-yl)-1H-pyrazole), BrC=1C=NN(C1[N+](=O)[O-])C1OCCCC1 (4-bromo-5-nitro-1-(tetrahydro-2H-pyran-2-yl)-1H-pyrazole), O (water). Reagents/catalysts: C=1C=CC(=CC1)[P](C=2C=CC=CC2)(C=3C=CC=CC3)[Pd]([P](C=4C=CC=CC4)(C=5C=CC=CC5)C=6C=CC=CC6)([P](C=7C=CC=CC7)(C=8C=CC=CC8)C=9C=CC=CC9)[P](C=1C=CC=CC1)(C=1C=CC=CC1)C=1C=CC=CC1 (tetrakis(triphenylphosphine)palladium(0)). The solvent is COCCOC (1,2-dimethoxyethane), C([O-])([O-])=O.[K+].[K+] (potassium carbonate). Reaction conditions: temperature 80 celsius. Product: [N+](=O)([O-])C1=NN(C=C1C1=C(C=CC(=C1)OC(F)(F)F)O)C1OCCCC1 (2-[3-Nitro-1-(tetrahydro-2H-pyran-2-yl)-1H-pyrazol-4-yl]-4-(trifluoromethoxy)phenol), crystals. RXN SMILES: [OH:1][C:2]1[CH:7]=[CH:6][C:5]([O:8][C:9]([F:12])([F:11])[F:10])=[CH:4][C:3]=1B(O)O.Br[C:17]1[C:18]([N+:28]([O-:30])=[O:29])=[N:19][N:20]([CH:22]2[CH2:27][CH2:26][CH2:25][CH2:24][O:23]2)[CH:21]=1.BrC1C=NN(C2CCCCO2)C=1[N+]([O-])=O.O>COCCOC.C(=O)([O-])[O-].[K+].[K+].C1C=CC([P]([Pd]([P](C2C=CC=CC=2)(C2C=CC=CC=2)C2C=CC=CC=2)([P](C2C=CC=CC=2)(C2C=CC=CC=2)C2C=CC=CC=2)[P](C2C=CC=CC=2)(C2C=CC=CC=2)C2C=CC=CC=2)(C2C=CC=CC=2)C2C=CC=CC=2)=CC=1>[N+:28]([C:18]1[C:17]([C:3]2[CH:4]=[C:5]([O:8][C:9]([F:12])([F:11])[F:10])[CH:6]=[CH:7][C:2]=2[OH:1])=[CH:21][N:20]([CH:22]2[CH2:27][CH2:26][CH2:25][CH2:24][O:23]2)[N:19]=1)([O-:30])=[O:29] |f:5.6.7,^1:62,64,83,102|. Procedure: To a solution of 2-hydroxy-5-(trifluoromethoxy)phenylboronic acid (Preparation 23, 20.5 g, 92.4 mmol) and 4-bromo-3-nitro-1-(tetrahydro-2H-pyran-2-yl)-1H-pyrazole or 4-bromo-5-nitro-1-(tetrahydro-2H-pyran-2-yl)-1H-pyrazole (Preparation 22, 22.7 g, 82.2 mmol) in 1,2-dimethoxyethane (300 mL) and 2 M potassium carbonate in water (117 mL, 212 mmol) was added tetrakis(triphenylphosphine)palladium(0) (5.0 g, 4.3 mmol). The solution was sparged with argon (×3) and heated at 80° C. for 8 hours. The reac... Reactants: CCOC(=O)CN1C(=O)C(CCc2ccc3c(n2)NCCC3)CC1C, Cl. Yields the product Cl, CC1CC(CCc2ccc3c(n2)NCCC3)C(=O)N1CC(=O)O. As a reaction SMILES: [CH2:1]([CH3:2])[O:3][C:4]([CH2:5][N:6]1[C:7](=[O:24])[CH:8]([CH2:12][CH2:13][c:14]2[n:15][c:16]3[c:21]([cH:22][cH:23]2)[CH2:20][CH2:19][CH2:18][NH:17]3)[CH2:9][CH:10]1[CH3:11])=[O:25].[ClH:26]>>[ClH:26].[O:3]=[C:4]([CH2:5][N:6]1[C:7](=[O:24])[CH:8]([CH2:12][CH2:13][c:14]2[n:15][c:16]3[c:21]([cH:22][cH:23]2)[CH2:20][CH2:19][CH2:18][NH:17]3)[CH2:9][CH:10]1[CH3:11])[OH:25]. Starting materials: ice, NC1=NC2=CC=CC=C2C(=N1)C1CCNCC1 (2-amino-4-(4-piperidinyl)quinazoline), OC=1C=C(C=CC1O)CC(=O)O (3,4-dihydroxyphenylacetic acid), 1-ethyl-3-(N,N'-dimethylaminopropyl)carbodiimide hydrochloride. Reagents/catalysts: CN(C1=CC=NC=C1)C (4-dimethylaminopyridine). Run in CN(C=O)C (dimethylformamide). Reaction conditions: time 8 hour. Yields the product NC1=NC2=CC=CC=C2C(=N1)C1CCN(CC1)C(CC1=CC(=C(C=C1)O)O)=O (2-amino-4-[1-(3,4-dihydroxyphenylacetyl)-4-piperidinyl]quinazoline). Yield: 60.2%. As a reaction SMILES: [NH2:1][C:2]1[N:11]=[C:10]([CH:12]2[CH2:17][CH2:16][NH:15][CH2:14][CH2:13]2)[C:9]2[C:4](=[CH:5][CH:6]=[CH:7][CH:8]=2)[N:3]=1.[OH:18][C:19]1[CH:20]=[C:21]([CH2:26][C:27](O)=[O:28])[CH:22]=[CH:23][C:24]=1[OH:25]>CN(C)C1C=CN=CC=1.CN(C)C=O>[NH2:1][C:2]1[N:11]=[C:10]([CH:12]2[CH2:17][CH2:16][N:15]([C:27](=[O:28])[CH2:26][C:21]3[CH:22]=[CH:23][C:24]([OH:25])=[C:19]([OH:18])[CH:20]=3)[CH2:14][CH2:13]2)[C:9]2[C:4](=[CH:5][CH:6]=[CH:7][CH:8]=2)[N:3]=1. Reported procedure: To an ice-cold solution of 2-amino-4-(4-piperidinyl)quinazoline (600 mg, 2.63 mmol) obtained in example 11(1), 3,4-dihydroxyphenylacetic acid (530 mg, 3.16 mmol) and 4-dimethylaminopyridine (386 mg, 3.16 mmol) in dimethylformamide (20 ml) was added 1-ethyl-3-(N,N'-dimethylaminopropyl)carbodiimide hydrochloride (605 mg, 3.16 mmol) under a nitrogen atmosphere. The mixture was stirred overnight at room temperature. The solvent was removed in vacuo and the residue was crystallized from methanol to g... Starting materials: CC=C(C)C, [O-][Cl+][O-], ClCCl, [Na+], N#Cc1ccc(-n2cc3c(CO)cccc3n2)cc1. The product is N#Cc1ccc(-n2cc3c(C(=O)O)cccc3n2)cc1. As a reaction SMILES: [CH3:20][C:21](=[CH:22][CH3:23])[CH3:24].[Cl+:25]([O-:26])[O-:27].[Cl:29][CH2:30][Cl:31].[Na+:28].[OH:1][CH2:2][c:3]1[c:4]2[cH:5][n:6](-[c:12]3[cH:13][cH:14][c:15]([C:16]#[N:17])[cH:18][cH:19]3)[n:7][c:8]2[cH:9][cH:10][cH:11]1>>[O:1]=[C:2]([c:3]1[c:4]2[cH:5][n:6](-[c:12]3[cH:13][cH:14][c:15]([C:16]#[N:17])[cH:18][cH:19]3)[n:7][c:8]2[cH:9][cH:10][cH:11]1)[OH:26].